Dataset: the Open Reaction Database (ORD), a public repository of structured organic reaction records. Task: describe an organic reaction: reactants, conditions, products, and yield Starting materials: CO, Cl, CC(C)(C)OC(=O)N1CCC(N2CCc3cc(NC(=N)c4cccs4)ccc32)C1. Yields the product N=C(Nc1ccc2c(c1)CCN2C1CCNC1)c1cccs1. Reaction SMILES: [CH3:31][OH:32].[ClH:30].[s:1]1[c:2]([C:6]([NH:7][c:8]2[cH:9][c:10]3[c:14]([cH:15][cH:16]2)[N:13]([CH:17]2[CH2:18][N:19]([C:22]([O:23][C:24]([CH3:25])([CH3:26])[CH3:27])=[O:28])[CH2:20][CH2:21]2)[CH2:12][CH2:11]3)=[NH:29])[cH:3][cH:4][cH:5]1>>[s:1]1[c:2]([C:6]([NH:7][c:8]2[cH:9][c:10]3[c:14]([cH:15][cH:16]2)[N:13]([CH:17]2[CH2:18][NH:19][CH2:20][CH2:21]2)[CH2:12][CH2:11]3)=[NH:29])[cH:3][cH:4][cH:5]1. RXN SMILES: [CH2:1]([NH:9][C:10]1[C:11]([C:24]2[CH:29]=[CH:28][CH:27]=[CH:26][CH:25]=2)=[N:12][C:13]2[C:18]([N:19]=1)=[CH:17][C:16]([C:20]([O:22]C)=[O:21])=[CH:15][CH:14]=2)[CH2:2][C:3]1[CH:8]=[CH:7][CH:6]=[CH:5][CH:4]=1.[OH-].[Na+]>CO.O>[CH2:1]([NH:9][C:10]1[C:11]([C:24]2[CH:29]=[CH:28][CH:27]=[CH:26][CH:25]=2)=[N:12][C:13]2[C:18]([N:19]=1)=[CH:17][C:16]([C:20]([OH:22])=[O:21])=[CH:15][CH:14]=2)[CH2:2][C:3]1[CH:4]=[CH:5][CH:6]=[CH:7][CH:8]=1 |f:1.2|. Run in O (water), CO (methanol). Reactants: C(CC1=CC=CC=C1)NC=1C(=NC2=CC=C(C=C2N1)C(=O)OC)C1=CC=CC=C1 (methyl 3-(phenethylamino)-2-phenylquinoxaline-6-carboxylate), [OH-].[Na+] (sodium hydroxide). Reaction conditions: temperature 50 celsius, time 2 hour. Procedure details: Into a 50-mL round-bottom flask (1 atm), was placed a solution of methyl 3-(phenethylamino)-2-phenylquinoxaline-6-carboxylate (120 mg, 0.31 mmol, 1.00 equiv) in methanol (15 mL), a solution of sodium hydroxide (50.08 g, 1.25 mol, 4.00 equiv) in water (2 mL). The resulting solution was stirred for 2 h at 50° C. in an oil bath. The resulting mixture was concentrated under vacuum. The residue was diluted in 20 mL of water. The pH value of the solution was adjusted to 4-5 with aq hydrogen chloride (... Yields the product C(CC1=CC=CC=C1)NC=1C(=NC2=CC=C(C=C2N1)C(=O)O)C1=CC=CC=C1 (3-(Phenethylamino)-2-phenylquinoxaline-6-carboxylic acid). Starting materials: ( 15 ), ( 100 ), OC(CNC(CC1=CC=C(C=C1)OC)(C)C)COC(C)C (N-(2-Hydroxy-3-isopropoxypropyl)-1,1-dimethyl-2-(4-methoxyphenyl)ethylamine), Cl (HCl), ( 1 ), Cl.OC(CNC(CC1=CC=C(C=C1)OC)(C)C)COC1=CC=C(C=C1)OC (N-[2-Hydroxy-3-(4-methoxyphenoxy)propyl]-1,1-dimethyl-2-(4-methoxyphenyl)ethylamine Hydrochloride), ( 22 ). Run in C(C)OCC (diethyl ether). Product: Cl.OC(CNC(CC1=CC=CC=C1)(C)C)COC1=CC=CC=C1 (N-(2-Hydroxy-3-phenoxypropyl)-1,1-dimethyl-2 -phenylethylamine Hydrochloride). Reaction SMILES: [ClH:1].[OH:2][CH:3]([CH2:18][O:19][C:20]1[CH:25]=[CH:24][C:23](OC)=[CH:22][CH:21]=1)[CH2:4][NH:5][C:6]([CH3:17])([CH3:16])[CH2:7][C:8]1[CH:13]=[CH:12][C:11](OC)=[CH:10][CH:9]=1.OC(COC(C)C)CNC(C)(C)CC1C=CC(OC)=CC=1.Cl>C(OCC)C>[ClH:1].[OH:2][CH:3]([CH2:18][O:19][C:20]1[CH:21]=[CH:22][CH:23]=[CH:24][CH:25]=1)[CH2:4][NH:5][C:6]([CH3:17])([CH3:16])[CH2:7][C:8]1[CH:13]=[CH:12][CH:11]=[CH:10][CH:9]=1 |f:0.1,5.6|. Procedure details: Using the method of Example 5, supra, 1,2-epoxy-3-phenoxypropane (600 mg, 4 mmol) and 1,1-dimethyl-2-phenylethylamine (596 mg, 4 mmol) yielded the title compound: GC/EI-MS, m/z (rel. int.) 284 (M+1, 1), 208 (100), 162 (1), 133 (7), 91 (27), 77 (15), 70 (22). The free base in diethyl ether was treated with excess 1M HCl (diethyl ether). The resulting solid was recrystallized from hot acetonitrile to afford 596 mg of the hydrochloride product as a white solid. Reactants: [H-].[Na+] (sodium hydride), COC=1C=C(C(=O)C2=CC=C(C=C2)[N+](=O)[O-])C=CC1OC (3,4-dimethoxy-4'-nitrobenzophenone), paraffin, C(C)OP(=O)(OCC)CC(=O)N1CCOCC1 (diethylphosphonoacetic acid morpholide). Solvent: O1CCCC1 (tetrahydrofuran). Conditions: temperature 25 celsius. The product is COC=1C=C(C=CC1OC)C(=CC(=O)N1CCOCC1)C1=CC=C(C=C1)[N+](=O)[O-] (3-(3,4-Dimethoxyphenyl)-3-(4-nitrophenyl)-acrylic acid morpholide). Isolated yield 624.4%. RXN SMILES: [H-].[Na+].C(OP([CH2:11][C:12]([N:14]1[CH2:19][CH2:18][O:17][CH2:16][CH2:15]1)=[O:13])(OCC)=O)C.[CH3:20][O:21][C:22]1[CH:23]=[C:24]([CH:36]=[CH:37][C:38]=1[O:39][CH3:40])[C:25]([C:27]1[CH:32]=[CH:31][C:30]([N+:33]([O-:35])=[O:34])=[CH:29][CH:28]=1)=O>O1CCCC1>[CH3:20][O:21][C:22]1[CH:23]=[C:24]([C:25]([C:27]2[CH:32]=[CH:31][C:30]([N+:33]([O-:35])=[O:34])=[CH:29][CH:28]=2)=[CH:11][C:12]([N:14]2[CH2:15][CH2:16][O:17][CH2:18][CH2:19]2)=[O:13])[CH:36]=[CH:37][C:38]=1[O:39][CH3:40] |f:0.1|. Procedure: 10.3 g of sodium hydride with 20% paraffin oil (0.343 mol) were suspended in 350 ml of tetrahydrofuran while stirring, and 75 g of diethylphosphonoacetic acid morpholide (0.0283 mol) were added dropwise to the suspension over a period of 20 minutes while cooling with ice (internal temperature 25° C.). The mixture was allowed to react for an hour during which a clear solution was formed. 70 g (0.244 mol) of 3,4-dimethoxy-4'-nitrobenzophenone were added to this solution all at once, and the mixtur... Starting materials: C(C)(C)(C)OC(=O)N1C2CN(CC1CC2)C2=NC1=CC=C(C=C1C=C2)[N+](=O)[O-] (3-(6-nitro-quinolin-2-yl)-3,8-diaza-bicyclo[3.2.1]octane-8-carboxylic acid tert-butyl ester), FC(C(=O)O)(F)F (trifluoroacetic acid), N (ammonia). Solvent: ClCCl (dichloromethane). Reaction conditions: time 15 hour. Yields the product C12CN(CC(CC1)N2)C2=NC1=CC=C(C=C1C=C2)[N+](=O)[O-] (2-(3,8-Diaza-bicyclo[3.2.1]oct-3-yl)-6-nitro-quinoline). RXN SMILES: C(OC([N:8]1[CH:13]2[CH2:14][CH2:15][CH:9]1[CH2:10][N:11]([C:16]1[CH:25]=[CH:24][C:23]3[C:18](=[CH:19][CH:20]=[C:21]([N+:26]([O-:28])=[O:27])[CH:22]=3)[N:17]=1)[CH2:12]2)=O)(C)(C)C.FC(F)(F)C(O)=O.N>ClCCl>[CH:13]12[NH:8][CH:9]([CH2:15][CH2:14]1)[CH2:10][N:11]([C:16]1[CH:25]=[CH:24][C:23]3[C:18](=[CH:19][CH:20]=[C:21]([N+:26]([O-:28])=[O:27])[CH:22]=3)[N:17]=1)[CH2:12]2. Procedure details: A mixture of 3-(6-nitro-quinolin-2-yl)-3,8-diaza-bicyclo[3.2.1]octane-8-carboxylic acid tert-butyl ester (1.0 g, 2.6 mmol), trifluoroacetic acid (2.97 g, 26.0 mmol) and dichloromethane (10 ml) was stirred for 15 h. The mixture was made alkaline by adding concentrated ammonia. The mixture was extracted with dichloromethane, dried and evaporated. Yield 0.50 g (90%) Mp 185° C. decomp. The reactants are ClCC1CN(C=2C=CC3=C(C12)C=CC(=C3)C#N)C(=O)OC(C)(C)C (tert-butyl 1-(chloromethyl)-7-cyano-1,2-dihydro-3H-benzo[e]indole-3-carboxylate), [N+](=O)([O-])[O-].[K+] (KNO3), ice water, N (NH3). Run in OS(=O)(=O)O (H2SO4), OS(=O)(=O)O (H2SO4). Run at time 5 minute. Product: ClCC1CNC=2C=C(C3=C(C12)C=CC(=C3)C#N)[N+](=O)[O-] (1-(chloromethyl)-7-cyano-5-nitro-1,2-dihydro-3H-benzo[e]indole). Isolated yield 62.6%. RXN SMILES: [Cl:1][CH2:2][CH:3]1[C:11]2[C:10]3[CH:12]=[CH:13][C:14]([C:16]#[N:17])=[CH:15][C:9]=3[CH:8]=[CH:7][C:6]=2[N:5](C(OC(C)(C)C)=O)[CH2:4]1.[N+:25]([O-])([O-:27])=[O:26].[K+].N>OS(O)(=O)=O>[Cl:1][CH2:2][CH:3]1[C:11]2[C:10]3[CH:12]=[CH:13][C:14]([C:16]#[N:17])=[CH:15][C:9]=3[C:8]([N+:25]([O-:27])=[O:26])=[CH:7][C:6]=2[NH:5][CH2:4]1 |f:1.2|. Procedure: Powdered carbamate 143 (1.00 g, 2.9 mmol) was added portionwise to stirred conc. H2SO4 (10 mL) at 0° C., and the mixture was warmed to room temperature for 10 min. The resulting solution was cooled to −5° C. and treated dropwise with a solution of KNO3 (324 mg, 3.2 mmol) in cone. H2SO4 (2 mL). After siting for a flirter 5 min at 0° C., the mixture was poured into ice/water and neutralized with dilute aqueous NH3. The resulting solid was purified by chromatography on silica gel, eluting with CH2C... Reactants: CCC1C(=O)N(CC)CCc2ccc(OC)cc21, CC#N, O=C(OC(=O)C(F)(F)F)C(F)(F)F, [K+], [Na+], O=[N+]([O-])[O-], [OH-], O. Yields the product CCC1C(=O)N(CC)CCc2cc([N+](=O)[O-])c(OC)cc21. RXN SMILES: [CH2:1]([CH3:2])[CH:3]1[C:4](=[O:18])[N:5]([CH2:16][CH3:17])[CH2:6][CH2:7][c:8]2[c:9]1[cH:10][c:11]([O:14][CH3:15])[cH:12][cH:13]2.[CH3:39][C:40]#[N:41].[F:19][C:20]([F:21])([F:22])[C:23]([O:24][C:25](=[O:26])[C:27]([F:28])([F:29])[F:30])=[O:31].[K+:32].[Na+:38].[O-:33][N+:34]([O-:35])=[O:36].[OH-:37].[OH2:42]>>[CH2:1]([CH3:2])[CH:3]1[C:4](=[O:18])[N:5]([CH2:16][CH3:17])[CH2:6][CH2:7][c:8]2[c:9]1[cH:10][c:11]([O:14][CH3:15])[c:12]([N+:34](=[O:33])[O-:35])[cH:13]2. The reactants are O1C(CCCC1)CO ((Tetrahydro-2H-pyran-2-yl)methanol), CC1(CCCC(N1[O])(C)C)C (TEMPO), C(C)(=O)OC=1C(=C(C=CC1)I)OC(C)=O (bis-acetoxyiodobenzene). The solvent is C(C)#N.O (ACN water). Reaction conditions: time 3 hour. Yields the product O1C(CCCC1)C(=O)O (Tetrahydro-2H-pyran-2-carboxylic acid), oil. Isolated yield 61.0%. Reaction SMILES: [O:1]1[CH2:6][CH2:5][CH2:4][CH2:3][CH:2]1[CH2:7][OH:8].C(OC1C(OC(=O)C)=C(I)C=CC=1)(=[O:11])C.CC1(C)N([O])C(C)(C)CCC1>C(#N)C.O>[O:1]1[CH2:6][CH2:5][CH2:4][CH2:3][CH:2]1[C:7]([OH:11])=[O:8] |f:3.4,^1:27|. Reported procedure: (Tetrahydro-2H-pyran-2-yl)methanol (0.51 g, 4.30 mmol) was dissolved in 10 mL of 1:1 ACN/water mixture, and bis-acetoxyiodobenzene [BAIB] (3.04 g, 9.46 mmol) was added to the mixture. It was then cooled to 0 C in an ice bath, and TEMPO (0.134 g, 0.86 mmol) was added under argon flow. The mixture was stirred at room temperature for 3 hours, and the reaction was quenched by addition of 2×20 mL of 1 M NaOH. Basic solution was washed 3×30 mL of EtOAc, and re-acidified with 1 M HCl to ca. pH 2. Aqueo...